This data is from the Open Reaction Database (ORD), a public repository of structured organic reaction records. The task is: describe an organic reaction: reactants, conditions, products, and yield Starting materials: C1CCOC1, [Li+], COC(=O)C(Cc1cc(C)c(OCc2ccccc2)c(C)c1)OC(=O)N1CCC(n2c(=O)[nH]c3c4ccccc4ncc32)CC1, [OH-], O. Product: Cc1cc(CC(OC(=O)N2CCC(n3c(=O)[nH]c4c5ccccc5ncc43)CC2)C(=O)O)cc(C)c1OCc1ccccc1. As a reaction SMILES: [CH2:49]1[O:50][CH2:51][CH2:52][CH2:53]1.[Li+:2].[O:3]=[c:4]1[nH:5][c:6]2[c:7]([cH:8][n:9][c:10]3[cH:11][cH:12][cH:13][cH:14][c:15]23)[n:16]1[CH:17]1[CH2:18][CH2:19][N:20]([C:23](=[O:24])[O:25][CH:26]([CH2:27][c:28]2[cH:29][c:30]([CH3:43])[c:31]([O:35][CH2:36][c:37]3[cH:38][cH:39][cH:40][cH:41][cH:42]3)[c:32]([CH3:34])[cH:33]2)[C:44](=[O:45])[O:46][CH3:47])[CH2:21][CH2:22]1.[OH-:1].[OH2:48]>>[O:3]=[c:4]1[nH:5][c:6]2[c:7]([cH:8][n:9][c:10]3[cH:11][cH:12][cH:13][cH:14][c:15]23)[n:16]1[CH:17]1[CH2:18][CH2:19][N:20]([C:23](=[O:24])[O:25][CH:26]([CH2:27][c:28]2[cH:29][c:30]([CH3:43])[c:31]([O:35][CH2:36][c:37]3[cH:38][cH:39][cH:40][cH:41][cH:42]3)[c:32]([CH3:34])[cH:33]2)[C:44](=[O:45])[OH:46])[CH2:21][CH2:22]1. The reactants are C(C1=CC=CC=C1)C(C(=O)C1=CC=C(C=C1)N1CCOCC1)(CC)N(C)C (2-benzyl-2-dimethylamino-1-(4-morpholinophenyl) -1-butanone), RuH2, C(=C)[Si](OCC)(OCC)OCC (vinyltriethoxysilane). Run in C1(=CC=CC=C1)C (toluene). The product is C(C1=CC=CC=C1)C(C(=O)C1=C(C=C(C=C1)N1CCOCC1)CC[Si](OCC)(OCC)OCC)(CC)N(C)C (2-benzyl-2-dimethylamino-1-[2-(2-triethoxysilylethyl)-4-morpholinophenyl]-1-butanone). Isolated yield 98.8%. As a reaction SMILES: [CH2:1]([C:8]([N:25]([CH3:27])[CH3:26])([CH2:23][CH3:24])[C:9]([C:11]1[CH:16]=[CH:15][C:14]([N:17]2[CH2:22][CH2:21][O:20][CH2:19][CH2:18]2)=[CH:13][CH:12]=1)=[O:10])[C:2]1[CH:7]=[CH:6][CH:5]=[CH:4][CH:3]=1.[CH:28]([Si:30]([O:37][CH2:38][CH3:39])([O:34][CH2:35][CH3:36])[O:31][CH2:32][CH3:33])=[CH2:29]>C1(C)C=CC=CC=1>[CH2:1]([C:8]([N:25]([CH3:27])[CH3:26])([CH2:23][CH3:24])[C:9]([C:11]1[CH:16]=[CH:15][C:14]([N:17]2[CH2:18][CH2:19][O:20][CH2:21][CH2:22]2)=[CH:13][C:12]=1[CH2:29][CH2:28][Si:30]([O:31][CH2:32][CH3:33])([O:34][CH2:35][CH3:36])[O:37][CH2:38][CH3:39])=[O:10])[C:2]1[CH:7]=[CH:6][CH:5]=[CH:4][CH:3]=1. Reported procedure: 14.6 g (40 mmol) of 2-benzyl-2-dimethylamino-1-(4-morpholinophenyl) -1-butanone, 750 mg (0.8 mmol) of RuH2 (CO) (PPh3)3 and 18.4 ml (88 mmol) of vinyltriethoxysilane were dissolved in 50 ml of toluene and degased using argon. After heating for 29 hours with stirring at reflux, the solvent was distilled off and the product was chromatographed (silica gel, heptane/CH2Cl2 /ethyl acetate). 22 g (100%) of a brown oil were obtained which were purified by boiling in heptane with active charcoal followe... The reactants are CCI, CCOC(C)=O, CN(C)C=O, [H-], O=C(c1cccc([N+](=O)[O-])c1)c1ccc[nH]1, [Na+]. Yields the product CCn1cccc1C(=O)c1cccc([N+](=O)[O-])c1. Reaction SMILES: [CH2:19]([CH3:20])[I:21].[CH3:22][CH2:23][O:24][C:25](=[O:26])[CH3:27].[CH3:28][N:29]([CH3:30])[CH:31]=[O:32].[H-:1].[N+:3](=[O:4])([O-:5])[c:6]1[cH:7][c:8]([C:9](=[O:10])[c:11]2[nH:12][cH:13][cH:14][cH:15]2)[cH:16][cH:17][cH:18]1.[Na+:2]>>[N+:3](=[O:4])([O-:5])[c:6]1[cH:7][c:8]([C:9](=[O:10])[c:11]2[n:12]([CH2:19][CH3:20])[cH:13][cH:14][cH:15]2)[cH:16][cH:17][cH:18]1. Starting materials: BrB(Br)Br, COc1nccc2c(Nc3c(Cl)cc(-c4ccn[nH]4)cc3Cl)nc3ccc(Br)cc3c12, CCOC(C)=O, CC(Cl)Cl. The product is O=c1[nH]ccc2c(Nc3c(Cl)cc(-c4ccn[nH]4)cc3Cl)nc3ccc(Br)cc3c12. As a reaction SMILES: [B:32]([Br:33])([Br:34])[Br:35].[Br:1][c:2]1[cH:3][c:4]2[c:5]([n:6][c:7]([NH:16][c:17]3[c:18]([Cl:29])[cH:19][c:20](-[c:24]4[cH:25][cH:26][n:27][nH:28]4)[cH:21][c:22]3[Cl:23])[c:8]3[cH:9][cH:10][n:11][c:12]([O:14][CH3:15])[c:13]23)[cH:30][cH:31]1.[CH3:40][CH2:41][O:42][C:43](=[O:44])[CH3:45].[Cl:36][CH:37]([Cl:38])[CH3:39]>>[Br:1][c:2]1[cH:3][c:4]2[c:5]([n:6][c:7]([NH:16][c:17]3[c:18]([Cl:29])[cH:19][c:20](-[c:24]4[cH:25][cH:26][n:27][nH:28]4)[cH:21][c:22]3[Cl:23])[c:8]3[cH:9][cH:10][nH:11][c:12](=[O:14])[c:13]23)[cH:30][cH:31]1. Starting materials: C(C1=CC=CC=C1)(=O)C(CC=O)(C)C1=CC=CC=C1 (3-benzoyl-3-phenylbutyraldehyde), COC1=C(C=CC=C1)N1CCNCC1 (1-(2-methoxyphenyl)piperazine), [Na] (sodium). The product is COC1=C(C=CC=C1)N1CCN(CC1)CCC(C)(C1=CC=CC=C1)C(C1=CC=CC=C1)=O (1-(2-methoxyphenyl)-4-[3-(benzoyl)-3-(phenyl)butyl]piperazine). The yield is 23.4%. As a reaction SMILES: [C:1]([C:9]([C:14]1[CH:19]=[CH:18][CH:17]=[CH:16][CH:15]=1)([CH3:13])[CH2:10][CH:11]=O)(=[O:8])[C:2]1[CH:7]=[CH:6][CH:5]=[CH:4][CH:3]=1.[CH3:20][O:21][C:22]1[CH:27]=[CH:26][CH:25]=[CH:24][C:23]=1[N:28]1[CH2:33][CH2:32][NH:31][CH2:30][CH2:29]1.[Na]>>[CH3:20][O:21][C:22]1[CH:27]=[CH:26][CH:25]=[CH:24][C:23]=1[N:28]1[CH2:33][CH2:32][N:31]([CH2:11][CH2:10][C:9]([C:1](=[O:8])[C:2]2[CH:7]=[CH:6][CH:5]=[CH:4][CH:3]=2)([C:14]2[CH:19]=[CH:18][CH:17]=[CH:16][CH:15]=2)[CH3:13])[CH2:30][CH2:29]1 |^1:33|. Procedure details: Following the procedures described in the Example 1, Step C, the reaction of 3-benzoyl-3-phenylbutyraldehyde (0.32 g) and 1-(2-methoxyphenyl)piperazine (0.23 g) with sodium triacetoxyboranehydride (0.33 g) gave pure product 1-(2-methoxyphenyl)-4-[3-(benzoyl)-3-(phenyl)butyl]piperazine (0.12 g). The oxalate salt was prepared as described above. Reactants: COCC(=O)NCC(CCOC1CCCCO1)c1ccc(Cl)c(Cl)c1, C1CCOC1. Product: COCCNCC(CCOC1CCCCO1)c1ccc(Cl)c(Cl)c1. As a reaction SMILES: [CH3:1][O:2][CH2:3][C:4](=[O:5])[NH:6][CH2:7][CH:8]([CH2:9][CH2:10][O:11][CH:12]1[O:13][CH2:14][CH2:15][CH2:16][CH2:17]1)[c:18]1[cH:19][c:20]([Cl:25])[c:21]([Cl:24])[cH:22][cH:23]1.[O:26]1[CH2:27][CH2:28][CH2:29][CH2:30]1>>[CH3:1][O:2][CH2:3][CH2:4][NH:6][CH2:7][CH:8]([CH2:9][CH2:10][O:11][CH:12]1[O:13][CH2:14][CH2:15][CH2:16][CH2:17]1)[c:18]1[cH:19][c:20]([Cl:25])[c:21]([Cl:24])[cH:22][cH:23]1. Reactants: FC1=C2C=CC=NC2=CC(=C1C=C)F (5,7-Difluoro-6-vinyl-quinoline), N1=C(C=CC=C1C)C (2,6-lutidine), I(=O)(=O)(=O)[O-].[Na+] (sodium periodate). As a reaction SMILES: [F:1][C:2]1[C:11]([CH:12]=C)=[C:10]([F:14])[CH:9]=[C:8]2[C:3]=1[CH:4]=[CH:5][CH:6]=[N:7]2.N1C(C)=CC=CC=1C.I([O-])(=O)(=O)=[O:24].[Na+]>O1CCOCC1.O.[Os](=O)(=O)(=O)=O>[F:1][C:2]1[C:11]([CH:12]=[O:24])=[C:10]([F:14])[CH:9]=[C:8]2[C:3]=1[CH:4]=[CH:5][CH:6]=[N:7]2 |f:2.3|. Reported procedure: 5,7-Difluoro-6-vinyl-quinoline (iv) (614 mg, 3.21 mmol) was dissolved in dioxane (1.7 mL) and water (0.6 mL). 2,6-lutidine (0.761 mL, 6.42 mmol), sodium periodate (2.75 g, 12.85 mmol) and osmium tetroxide (653 mg, 0.064 mmol) were added to the previous solution. The RM was stirred at rt for 15 min. A precipitate was formed. Water was added to the RM and it was extracted twice with EtOAc. The organics were joined and washed with brine, dried over Na2SO4 and the solvent was removed. The residue wa... Conditions: time 15 minute. The product is FC1=C2C=CC=NC2=CC(=C1C=O)F (5,7-Difluoro-quinoline-6-carbaldehyde). Solvent: O (water), O (Water), O1CCOCC1 (dioxane). Reagents/catalysts: [Os](=O)(=O)(=O)=O (osmium tetroxide). Reactants: COC(=O)C1CN(Cc2ccc(-c3cc4cc(Cc5ccccc5)nc(Cl)c4o3)c(F)c2)C1, C1=CCCCC1, CCO, [Pd]. Yields the product COC(=O)C1CN(Cc2ccc(-c3cc4cc(Cc5ccccc5)ncc4o3)c(F)c2)C1. Reaction SMILES: [CH2:1]([c:2]1[cH:3][cH:4][cH:5][cH:6][cH:7]1)[c:8]1[cH:9][c:10]2[c:11]([c:12]([Cl:14])[n:13]1)[o:15][c:16](-[c:18]1[c:19]([F:33])[cH:20][c:21]([CH2:22][N:23]3[CH2:24][CH:25]([C:27](=[O:28])[O:29][CH3:30])[CH2:26]3)[cH:31][cH:32]1)[cH:17]2.[CH2:34]1[CH2:35][CH:36]=[CH:37][CH2:38][CH2:39]1.[CH3:40][CH2:41][OH:42].[Pd:43]>>[CH2:1]([c:2]1[cH:3][cH:4][cH:5][cH:6][cH:7]1)[c:8]1[cH:9][c:10]2[c:11]([cH:12][n:13]1)[o:15][c:16](-[c:18]1[c:19]([F:33])[cH:20][c:21]([CH2:22][N:23]3[CH2:24][CH:25]([C:27](=[O:28])[O:29][CH3:30])[CH2:26]3)[cH:31][cH:32]1)[cH:17]2. Reactants: C=C(C)CBr, C1CCOC1, COC(=O)Cc1cc(-c2ccc(C(F)(F)F)cc2)nc(-c2cc(C(F)(F)F)cc(C(F)(F)F)c2)c1, C[Si](C)(C)[N-][Si](C)(C)C, [K+]. The product is C=C(C)CC(C(=O)OC)c1cc(-c2ccc(C(F)(F)F)cc2)nc(-c2cc(C(F)(F)F)cc(C(F)(F)F)c2)c1. RXN SMILES: [Br:46][CH2:47][C:48](=[CH2:49])[CH3:50].[CH2:51]1[O:52][CH2:53][CH2:54][CH2:55]1.[CH3:1][O:2][C:3]([CH2:4][c:5]1[cH:6][c:7](-[c:21]2[cH:22][c:23]([C:31]([F:32])([F:33])[F:34])[cH:24][c:25]([C:27]([F:28])([F:29])[F:30])[cH:26]2)[n:8][c:9](-[c:11]2[cH:12][cH:13][c:14]([C:17]([F:18])([F:19])[F:20])[cH:15][cH:16]2)[cH:10]1)=[O:35].[CH3:36][Si:37]([N-:38][Si:39]([CH3:40])([CH3:41])[CH3:42])([CH3:43])[CH3:44].[K+:45]>>[CH3:1][O:2][C:3]([CH:4]([c:5]1[cH:6][c:7](-[c:21]2[cH:22][c:23]([C:31]([F:32])([F:33])[F:34])[cH:24][c:25]([C:27]([F:28])([F:29])[F:30])[cH:26]2)[n:8][c:9](-[c:11]2[cH:12][cH:13][c:14]([C:17]([F:18])([F:19])[F:20])[cH:15][cH:16]2)[cH:10]1)[CH2:49][C:48](=[CH2:47])[CH3:50])=[O:35]. Starting materials: Cc1nc(C)n2nc(-c3ccc([N+](=O)[O-])cc3)[nH]c(=O)c12, O=P(Cl)(Cl)Cl, c1ccncc1, c1nc[nH]n1. Product: Cc1nc(C)n2nc(-c3ccc([N+](=O)[O-])cc3)nc(-n3cncn3)c12. Reaction SMILES: [CH3:6][c:7]1[n:8][c:9]([CH3:26])[n:10]2[n:11][c:12](-[c:17]3[cH:18][cH:19][c:20]([N+:23](=[O:24])[O-:25])[cH:21][cH:22]3)[nH:13][c:14](=[O:16])[c:15]12.[P:1]([Cl:2])([Cl:3])([Cl:4])=[O:5].[cH:32]1[cH:33][cH:34][n:35][cH:36][cH:37]1.[nH:27]1[n:28][cH:29][n:30][cH:31]1>>[CH3:6][c:7]1[n:8][c:9]([CH3:26])[n:10]2[n:11][c:12](-[c:17]3[cH:18][cH:19][c:20]([N+:23](=[O:24])[O-:25])[cH:21][cH:22]3)[n:13][c:14](-[n:27]3[n:28][cH:29][n:30][cH:31]3)[c:15]12.